Dataset: the Open Reaction Database (ORD), a public repository of structured organic reaction records. Task: describe an organic reaction: reactants, conditions, products, and yield Starting materials: CO, O=C(c1ccccc1)C1CC2CN(C3=Nc4cc(Cl)ccc4Oc4ccccc43)CCN2C1, [Na+], [OH-]. Product: OC1CC2CN(C3=Nc4cc(Cl)ccc4Oc4ccccc43)CCN2C1. Reaction SMILES: [CH3:36][OH:37].[Cl:1][c:2]1[cH:3][c:4]2[c:5]([cH:32][cH:33]1)[O:6][c:7]1[c:8]([cH:28][cH:29][cH:30][cH:31]1)[C:9]([N:11]1[CH2:12][CH2:13][N:14]3[CH2:15][CH:16]([C:20](=[O:21])[c:22]4[cH:23][cH:24][cH:25][cH:26][cH:27]4)[CH2:17][CH:18]3[CH2:19]1)=[N:10]2.[Na+:35].[OH-:34]>>[Cl:1][c:2]1[cH:3][c:4]2[c:5]([cH:32][cH:33]1)[O:6][c:7]1[c:8]([cH:28][cH:29][cH:30][cH:31]1)[C:9]([N:11]1[CH2:12][CH2:13][N:14]3[CH2:15][CH:16]([OH:34])[CH2:17][CH:18]3[CH2:19]1)=[N:10]2. Starting materials: C=CCC1(C)CC(c2cccc(Cl)c2)C(c2ccc(Cl)cc2)N(Cc2ccccn2)C1=O, C1CCOC1, CC(C)[N-]C(C)C, FC(F)CI, [Li+]. Yields the product C=CCC1(C)CC(c2cccc(Cl)c2)C(c2ccc(Cl)cc2)N(C(CC(F)F)c2ccccn2)C1=O. RXN SMILES: [CH2:1]([CH:2]=[CH2:3])[C:4]1([CH3:32])[C:5](=[O:31])[N:6]([CH2:24][c:25]2[n:26][cH:27][cH:28][cH:29][cH:30]2)[CH:7]([c:17]2[cH:18][cH:19][c:20]([Cl:23])[cH:21][cH:22]2)[CH:8]([c:10]2[cH:11][c:12]([Cl:16])[cH:13][cH:14][cH:15]2)[CH2:9]1.[CH2:46]1[O:47][CH2:48][CH2:49][CH2:50]1.[CH:33]([N-:34][CH:35]([CH3:36])[CH3:37])([CH3:38])[CH3:39].[F:41][CH:42]([CH2:43][I:44])[F:45].[Li+:40]>>[CH2:1]([CH:2]=[CH2:3])[C:4]1([CH3:32])[C:5](=[O:31])[N:6]([CH:24]([c:25]2[n:26][cH:27][cH:28][cH:29][cH:30]2)[CH2:43][CH:42]([F:41])[F:45])[CH:7]([c:17]2[cH:18][cH:19][c:20]([Cl:23])[cH:21][cH:22]2)[CH:8]([c:10]2[cH:11][c:12]([Cl:16])[cH:13][cH:14][cH:15]2)[CH2:9]1.